Dataset: the Open Reaction Database (ORD), a public repository of structured organic reaction records. Task: describe an organic reaction: reactants, conditions, products, and yield Reactants: OC1=C(C(=O)O)C=C(C=C1)C(CN1CCC(CC1)N1C(NC2=C1C=CC=C2)=O)O (2-hydroxy-5-[1-hydroxy-2-[4-(2-oxo-1-benzimidazolinyl)piperidino]ethyl]benzoic acid), OC1=C(C(=O)O)C=C(C=C1)C(CN1CCC(CC1)N1C(NC2=C1C=CC=C2)=O)=O (2-hydroxy-5-[4-(2-oxo-1-benzimidazolinyl)piperidinoacetyl]benzoic acid), OC1=C(C(=O)O)C=C(C=C1)C(CN1CCC(CC1)N1C(NC2=C1C=CC=C2)=O)O (2-hydroxy-5-[1-hydroxy-2-[4-(2-oxo-1-benzimidazolinyl)piperidino]ethyl]benzoic acid), OC1=C(C(=O)O)C=C(C=C1)C(CBr)=O (2-hydroxy-5-(2-bromoacetyl)benzoic acid), O=C1NC2=C(N1C1CCNCC1)C=CC=C2 (4-(2-oxo-1-benzimidazolinyl)piperidine), OC1=C(C(=O)O)C=C(C=C1)C(CN1CCC(CC1)N1C(NC2=C1C=CC=C2)=O)O (2-hydroxy-5-[1-hydroxy-2-[4-(2-oxo-1-benzimidazolinyl)piperidino]ethyl]benzoic acid). Yields the product OC1=C(C(=O)NCCCCCCCCCCCC)C=C(C=C1)C(CN1CCC(=CC1)N1C(NC2=C1C=CC=C2)=O)O (2-hydroxy-5-[1-hydroxy-2-[4-(2-oxo-1-benzimidazolinyl)-1,2,3,6-tetrahydro-1-pyridyl]ethyl]-N-dodecylbenzamide). As a reaction SMILES: [OH:1][C:2]1[CH:10]=[CH:9][C:8]([CH:11]([OH:29])[CH2:12][N:13]2[CH2:18][CH2:17][CH:16]([N:19]3[C:23]4[CH:24]=[CH:25][CH:26]=[CH:27][C:22]=4[NH:21][C:20]3=[O:28])[CH2:15][CH2:14]2)=[CH:7][C:3]=1[C:4]([OH:6])=O.O[C:31]1[CH:39]=[CH:38][C:37]([C:40](=O)[CH2:41]Br)=[CH:36][C:32]=1C(O)=O.O=C1N(C2CCNCC2)[C:48]2[CH:56]=[CH:57]C=C[C:47]=2[NH:46]1.OC1C=CC(C(=O)CN2CCC(N3C4C=CC=CC=4NC3=O)CC2)=CC=1C(O)=O>>[OH:1][C:2]1[CH:10]=[CH:9][C:8]([CH:11]([OH:29])[CH2:12][N:13]2[CH2:14][CH:15]=[C:16]([N:19]3[C:23]4[CH:24]=[CH:25][CH:26]=[CH:27][C:22]=4[NH:21][C:20]3=[O:28])[CH2:17][CH2:18]2)=[CH:7][C:3]=1[C:4]([NH:46][CH2:47][CH2:48][CH2:56][CH2:57][CH2:41][CH2:40][CH2:37][CH2:38][CH2:39][CH2:31][CH2:32][CH3:36])=[O:6]. Procedure: The 2-hydroxy-5-[1-hydroxy-2-[4-(2-oxo-1-benzimidazolinyl)piperidino]ethyl]benzoic acid derivatives of formula (I) are readily prepared by condensing a derivative of 2-hydroxy-5-(2-bromoacetyl)benzoic acid (II) with a 4-(2-oxo-1-benzimidazolinyl)piperidine (III). The resulting 2-hydroxy-5-[4-(2-oxo-1-benzimidazolinyl)piperidinoacetyl]benzoic acid derivative (IV) is subsequently reduced to the desired derivative of 2-hydroxy-5-[1-hydroxy-2-[4-(2-oxo-1-benzimidazolinyl)piperidino]ethyl]benzoic aci... Starting materials: CCCCC(C(=O)NC1=CC=CC=C1)=O (4-n-butylglyoxylanilide), S(O)(O)(=O)=O (sulfuric acid). Reaction conditions: time 1 hour. Product: C(CCC)C1CC2C(C(NC2CC1)=O)=O (5-n-butyl-octahydro-2,3-dioxo-1H-indole). As a reaction SMILES: CCCC[C:5](=[O:15])[C:6]([NH:8][C:9]1[CH:14]=[CH:13][CH:12]=[CH:11][CH:10]=1)=[O:7].S(=O)(=O)(O)O>>[CH2:14]([CH:12]1[CH2:11][CH2:10][CH:9]2[CH:14]([C:5](=[O:15])[C:6](=[O:7])[NH:8]2)[CH2:13]1)[CH2:9][CH2:10][CH3:11]. Reported procedure: For example, a solution of 4-n-butylglyoxylanilide (II), (12.2 g, 0.01 mole) is added to concentrated sulfuric acid (23 ml) at 50° C. while maintaining the reaction mixture by cooling below 65° C. The mixture is held at 65° C. for one hour an poured unto ice with stirring. A reddish-orange precipitate is formed and is washed with water. Recrystallization from ethanol yields pure 5-n-butyl-octahydro-2,3-dioxo-1H-indole (III) with mp 112°-113° C. The reactants are FC1=C(C=CC(=C1)S(=O)(=O)C)NC=1C2=C(N=CN1)C(=CO2)C2CCN(CC2)C(=O)OC(C)(C)C (tert-butyl 4-(4-{[2-fluoro-4-(methylsulfonyl)phenyl]amino}furo[3,2-d]pyrimidin-7-yl)piperidine-1-carboxylate), Cl.C(C)(=O)OCC (hydrochloric acid ethyl acetate). Run in C(C)(=O)OCC (ethyl acetate). Run at time 1 hour. Product: Cl.FC1=C(C=CC(=C1)S(=O)(=O)C)NC=1C2=C(N=CN1)C(=CO2)C2CCNCC2 (N-[2-fluoro-4-(methylsulfonyl)phenyl]-7-(piperidin-4-yl)furo[3,2-d]pyrimidine-4-amine hydrochloride). Reaction SMILES: [F:1][C:2]1[CH:7]=[C:6]([S:8]([CH3:11])(=[O:10])=[O:9])[CH:5]=[CH:4][C:3]=1[NH:12][C:13]1[C:14]2[O:21][CH:20]=[C:19]([CH:22]3[CH2:27][CH2:26][N:25](C(OC(C)(C)C)=O)[CH2:24][CH2:23]3)[C:15]=2[N:16]=[CH:17][N:18]=1.[ClH:35].C(OCC)(=O)C>C(OCC)(=O)C>[ClH:35].[F:1][C:2]1[CH:7]=[C:6]([S:8]([CH3:11])(=[O:9])=[O:10])[CH:5]=[CH:4][C:3]=1[NH:12][C:13]1[C:14]2[O:21][CH:20]=[C:19]([CH:22]3[CH2:27][CH2:26][NH:25][CH2:24][CH2:23]3)[C:15]=2[N:16]=[CH:17][N:18]=1 |f:1.2,4.5|. Procedure: tert-butyl 4-(4-{[2-fluoro-4-(methylsulfonyl)phenyl]amino}furo[3,2-d]pyrimidin-7-yl)piperidine-1-carboxylate was suspended in ethyl acetate (3 mL), 4 N hydrochloric acid/ethyl acetate (3 mL) was added slowly under ice-cooling, followed by stirring at room temperature for 1 hour. After separation by filtration, washing was conducted by using ethyl acetate and diethyl ether to give N-[2-fluoro-4-(methylsulfonyl)phenyl]-7-(piperidin-4-yl)furo[3,2-d]pyrimidine-4-amine hydrochloride (267 mg) as a bro... Reactants: [F-].C(CCC)[N+](CCCC)(CCCC)CCCC (Tetrabutylammonium fluoride), C(C)(C)(C)OC(=O)N1C(=CC2=CC(=CC=C12)O[Si](C)(C)C(C)(C)C)C=1C(N(C=C(C1)NC(=O)C=1C=NN(C1)CC1=CC=C(C=C1)C)COCC[Si](C)(C)C)=O (5-(tert-Butyl-dimethyl-silanyloxy)-2-[5-{[1-(4-methyl-benzyl)-1H-pyrazole-4-carbonyl]-amino}-2-oxo-1-(2-trimethylsilanyl-ethoxymethyl)-1,2-dihydro-pyridin-3-yl]indole-1-carboxylic acid tert-butyl ester), C(C)(C)(C)OC(=O)N1C(=CC2=CC(=CC=C12)O[Si](C)(C)C(C)(C)C)C=1C(N(C=C(C1)NC(=O)C=1C=NN(C1)CC1=CC=C(C=C1)C)COCC[Si](C)(C)C)=O (5-(tert-butyl-dimethyl-silanyloxy)-2-[5-{[1-(4-methyl-benzyl)-1H-pyrazole-4-carbonyl]-amino}-2-oxo-1-(2-trimethylsilanyl-ethoxymethyl)-1,2-dihydro-pyridin-3-yl]indole-1-carboxylic acid tert-butyl ester). The solvent is O1CCCC1 (tetrahydrofuran), C(C)(=O)OCC (ethyl acetate), O1CCCC1 (tetrahydrofuran). Run at temperature 0 celsius, time 2 hour. Yields the product C(C)(C)(C)OC(=O)N1C(=CC2=CC(=CC=C12)O)C=1C(N(C=C(C1)NC(=O)C=1C=NN(C1)CC1=CC=C(C=C1)C)COCC[Si](C)(C)C)=O (5-Hydroxy-2-[5-{[1-(4-methyl-benzyl)-1H-pyrazole-4-carbonyl]-amino}-2-oxo-1-(2-trimethylsilanyl-ethoxymethyl)-1,2-dihydro-pyridin-3-yl]indole-1-carboxylic acid tert-butyl ester). RXN SMILES: [C:1]([O:5][C:6]([N:8]1[C:16]2[C:11](=[CH:12][C:13]([O:17][Si](C(C)(C)C)(C)C)=[CH:14][CH:15]=2)[CH:10]=[C:9]1[C:25]1[C:26](=[O:55])[N:27]([CH2:47][O:48][CH2:49][CH2:50][Si:51]([CH3:54])([CH3:53])[CH3:52])[CH:28]=[C:29]([NH:31][C:32]([C:34]2[CH:35]=[N:36][N:37]([CH2:39][C:40]3[CH:45]=[CH:44][C:43]([CH3:46])=[CH:42][CH:41]=3)[CH:38]=2)=[O:33])[CH:30]=1)=[O:7])([CH3:4])([CH3:3])[CH3:2].[F-].C([N+](CCCC)(CCCC)CCCC)CCC>O1CCCC1.C(OCC)(=O)C>[C:1]([O:5][C:6]([N:8]1[C:16]2[C:11](=[CH:12][C:13]([OH:17])=[CH:14][CH:15]=2)[CH:10]=[C:9]1[C:25]1[C:26](=[O:55])[N:27]([CH2:47][O:48][CH2:49][CH2:50][Si:51]([CH3:53])([CH3:52])[CH3:54])[CH:28]=[C:29]([NH:31][C:32]([C:34]2[CH:35]=[N:36][N:37]([CH2:39][C:40]3[CH:45]=[CH:44][C:43]([CH3:46])=[CH:42][CH:41]=3)[CH:38]=2)=[O:33])[CH:30]=1)=[O:7])([CH3:3])([CH3:2])[CH3:4] |f:1.2|. Procedure: Intermediate (11d), 5-(tert-butyl-dimethyl-silanyloxy)-2-[5-{[1-(4-methyl-benzyl)-1H-pyrazole-4-carbonyl]-amino}-2-oxo-1-(2-trimethylsilanyl-ethoxymethyl)-1,2-dihydro-pyridin-3-yl]indole-1-carboxylic acid tert-butyl ester (1.55 g, 1.97 mmol) was stirred in tetrahydrofuran (40 mL) and cooled to 0° C. Tetrabutylammonium fluoride solution 1.0M in tetrahydrofuran (2.08 mL, 2.08 mmol) was added drop wise at 0° C., and then the reaction was allowed to attain ambient temperature, where it was stirred f... Starting materials: C(C)N(CCCO)C (3-(ethylmethylamino)propanol), C(C)NC(=S)NC (N-ethyl-N'-methylthiourea), Br (hydrobromic acid). Yields the product dihydrobromide, C(C)NC(SCCCNCC)=NC (N-Ethyl-N'-methyl-S-(3-ethylaminopropyl)isothiourea). Reaction SMILES: [CH2:1]([N:3](C)[CH2:4][CH2:5][CH2:6]O)[CH3:2].[CH2:9]([NH:11][C:12]([NH:14][CH3:15])=[S:13])[CH3:10].Br>>[CH2:9]([NH:11][C:12](=[N:14][CH3:15])[S:13][CH2:6][CH2:5][CH2:4][NH:3][CH2:1][CH3:2])[CH3:10]. Procedure details: A mixture of 3-(ethylmethylamino)propanol, N-ethyl-N'-methylthiourea and aqueous hydrobromic acid is boiled under reflux to give the dihydrobromide salt of the title compound. The reactants are CC(C)(C)[Si](C)(C)N1C(=O)CC1CC=O, ClCCl, O=C(C=P(c1ccccc1)(c1ccccc1)c1ccccc1)OCc1ccccc1. Yields the product CC(C)(C)[Si](C)(C)N1C(=O)CC1CC=CC(=O)OCc1ccccc1. As a reaction SMILES: [C:1]([CH3:2])([CH3:3])([CH3:4])[Si:5]([N:6]1[C:7](=[O:13])[CH2:8][CH:9]1[CH2:10][CH:11]=[O:12])([CH3:14])[CH3:15].[Cl:46][CH2:47][Cl:48].[c:16]1([P:17]([c:18]2[cH:19][cH:20][cH:21][cH:22][cH:23]2)([c:24]2[cH:25][cH:26][cH:27][cH:28][cH:29]2)=[CH:35][C:36](=[O:37])[O:38][CH2:39][c:40]2[cH:41][cH:42][cH:43][cH:44][cH:45]2)[cH:30][cH:31][cH:32][cH:33][cH:34]1>>[C:1]([CH3:2])([CH3:3])([CH3:4])[Si:5]([N:6]1[C:7](=[O:13])[CH2:8][CH:9]1[CH2:10][CH:11]=[CH:35][C:36](=[O:37])[O:38][CH2:39][c:40]1[cH:41][cH:42][cH:43][cH:44][cH:45]1)([CH3:14])[CH3:15]. Reactants: COC1OC(COCc2ccccc2)C(OCc2ccccc2)C(OCc2ccccc2)C1OCc1ccccc1, CC(=O)O, O=S(=O)(O)O. Product: OC1OC(COCc2ccccc2)C(OCc2ccccc2)C(OCc2ccccc2)C1OCc1ccccc1. As a reaction SMILES: [CH2:1]([c:2]1[cH:3][cH:4][cH:5][cH:6][cH:7]1)[O:8][CH:9]1[CH:10]([O:11][CH3:12])[O:13][CH:14]([CH2:33][O:34][CH2:35][c:36]2[cH:37][cH:38][cH:39][cH:40][cH:41]2)[CH:15]([O:25][CH2:26][c:27]2[cH:28][cH:29][cH:30][cH:31][cH:32]2)[CH:16]1[O:17][CH2:18][c:19]1[cH:20][cH:21][cH:22][cH:23][cH:24]1.[CH3:47][C:48](=[O:49])[OH:50].[S:42](=[O:43])(=[O:44])([OH:45])[OH:46]>>[CH2:1]([c:2]1[cH:3][cH:4][cH:5][cH:6][cH:7]1)[O:8][CH:9]1[CH:10]([OH:11])[O:13][CH:14]([CH2:33][O:34][CH2:35][c:36]2[cH:37][cH:38][cH:39][cH:40][cH:41]2)[CH:15]([O:25][CH2:26][c:27]2[cH:28][cH:29][cH:30][cH:31][cH:32]2)[CH:16]1[O:17][CH2:18][c:19]1[cH:20][cH:21][cH:22][cH:23][cH:24]1. Reactants: COC(=O)c1scc(Br)c1O, CC(=O)N1CCOCC1, CC(C)[N-]C(C)C, [Li+], C1CCOC1. The product is O=C(CC(=O)N1CCOCC1)c1scc(Br)c1O. Reaction SMILES: [Br:18][c:19]1[c:20]([OH:28])[c:21]([C:24](=[O:25])[O:26][CH3:27])[s:22][cH:23]1.[C:9]([CH3:10])(=[O:11])[N:12]1[CH2:13][CH2:14][O:15][CH2:16][CH2:17]1.[CH:1]([N-:2][CH:3]([CH3:4])[CH3:5])([CH3:6])[CH3:7].[Li+:8].[O:29]1[CH2:30][CH2:31][CH2:32][CH2:33]1>>[C:9]([CH2:10][C:24]([c:21]1[c:20]([OH:28])[c:19]([Br:18])[cH:23][s:22]1)=[O:25])(=[O:11])[N:12]1[CH2:13][CH2:14][O:15][CH2:16][CH2:17]1.